From a dataset of the Open Reaction Database (ORD), a public repository of structured organic reaction records. describe an organic reaction: reactants, conditions, products, and yield Starting materials: FC(C(=O)O)(F)F.BrC1=C(C=NN1C)C=1N=C(N(C1)N)C (4-(5-Bromo-1-methyl-1H-pyrazol-4-yl)-2-methyl-1H-imidazol-1-amine, trifluoroacetate salt), C(C)(=O)O.C(=N)N (formamidine acetate). Solvent: CC(CC)O (2-butanol). Run at temperature 100 celsius, time 18 hour. Product: BrC1=C(C=NN1C)C=1N=C(N(C1)NC=N)C (N-[4-(5-bromo-1-methyl-1H-pyrazol-4-yl)-2-methyl-1H-imidazol-1-yl]imidoformamide). Reaction SMILES: FC(F)(F)C(O)=O.[Br:8][C:9]1[N:13]([CH3:14])[N:12]=[CH:11][C:10]=1[C:15]1[N:16]=[C:17]([CH3:21])[N:18]([NH2:20])[CH:19]=1.C(O)(=O)C.[CH:26](N)=[NH:27]>CC(O)CC>[Br:8][C:9]1[N:13]([CH3:14])[N:12]=[CH:11][C:10]=1[C:15]1[N:16]=[C:17]([CH3:21])[N:18]([NH:20][CH:26]=[NH:27])[CH:19]=1 |f:0.1,2.3|. Procedure details: 4-(5-Bromo-1-methyl-1H-pyrazol-4-yl)-2-methyl-1H-imidazol-1-amine, trifluoroacetate salt (4.90 g, 113.2 mmol) was combined with formamidine acetate (98%, 4.92 g, 46.3 mmol) in 2-butanol (40 mL), and the reaction mixture was heated at 100° C. for 6 hours, then allowed to cool to room temperature and stir for 18 hours. The off-white solid was collected by filtration and washed with 2-propanol followed by diethyl ether. The solid was then triturated with aqueous ammonium hydroxide (7.5 M, 40 mL); f... Starting materials: B, CCN(CC)c1ccccc1, CO, CC(C)c1cc2c(c(-c3ccc(F)cc3)c1C(=O)c1ccc(C(F)(F)F)cc1)C(=O)CC1(CCC1)O2, NC1c2ccccc2CC1O, C1CCOC1. Yields the product CC(C)c1cc2c(c(-c3ccc(F)cc3)c1C(=O)c1ccc(C(F)(F)F)cc1)C(O)CC1(CCC1)O2. RXN SMILES: [BH3:28].[CH2:17]([N:18]([CH2:19][CH3:20])[c:21]1[cH:22][cH:23][cH:24][cH:25][cH:26]1)[CH3:27].[CH3:65][OH:66].[F:29][c:30]1[cH:31][cH:32][c:33](-[c:36]2[c:37]3[c:42]([cH:43][c:44]([CH:58]([CH3:59])[CH3:60])[c:45]2[C:46]([c:47]2[cH:48][cH:49][c:50]([C:53]([F:54])([F:55])[F:56])[cH:51][cH:52]2)=[O:57])[O:41][C:40]2([CH2:39][C:38]3=[O:64])[CH2:61][CH2:62][CH2:63]2)[cH:34][cH:35]1.[NH2:1][CH:2]1[c:3]2[c:4]([cH:5][cH:6][cH:7][cH:8]2)[CH2:9][CH:10]1[OH:11].[O:12]1[CH2:13][CH2:14][CH2:15][CH2:16]1>>[F:29][c:30]1[cH:31][cH:32][c:33](-[c:36]2[c:37]3[c:42]([cH:43][c:44]([CH:58]([CH3:59])[CH3:60])[c:45]2[C:46]([c:47]2[cH:48][cH:49][c:50]([C:53]([F:54])([F:55])[F:56])[cH:51][cH:52]2)=[O:57])[O:41][C:40]2([CH2:39][CH:38]3[OH:64])[CH2:61][CH2:62][CH2:63]2)[cH:34][cH:35]1. The reactants are ClCCCl, CS(C)=O, O=C(O)Cc1ccccc1, On1nnc2ccccc21, Nc1c[nH]nc1-c1nc2ccccc2[nH]1. Product: O=C(Cc1ccccc1)Nc1c[nH]nc1-c1nc2ccccc2[nH]1. Reaction SMILES: [CH2:26]([Cl:27])[CH2:28][Cl:29].[CH3:40][S:41]([CH3:42])=[O:43].[OH:1][C:2](=[O:3])[CH2:4][c:5]1[cH:6][cH:7][cH:8][cH:9][cH:10]1.[OH:30][n:31]1[c:32]2[c:33]([cH:34][cH:35][cH:36][cH:37]2)[n:38][n:39]1.[nH:11]1[c:12](-[c:20]2[n:21][nH:22][cH:23][c:24]2[NH2:25])[n:13][c:14]2[c:15]1[cH:16][cH:17][cH:18][cH:19]2>>[C:2](=[O:3])([CH2:4][c:5]1[cH:6][cH:7][cH:8][cH:9][cH:10]1)[NH:25][c:24]1[c:20](-[c:12]2[n:11][c:15]3[c:14]([nH:13]2)[cH:19][cH:18][cH:17][cH:16]3)[n:21][nH:22][cH:23]1. Reactants: C(C)C1=CC(=C(C=C1CC)N)N (4,5-Diethyl-1,2-diaminobenzene), O.O.C(C(=O)O)(=O)O (Oxalic acid dihydrate). Solvent: Cl (hydrochloric acid). Conditions: temperature 67.5 celsius. The product is C(C)C=1C=C2NC(C(NC2=CC1CC)=O)=O (6,7-Diethyl-1,4-dihydroquinoxaline-2,3-dione). Yield: 88.0%. As a reaction SMILES: [CH2:1]([C:3]1[C:8]([CH2:9][CH3:10])=[CH:7][C:6]([NH2:11])=[C:5]([NH2:12])[CH:4]=1)[CH3:2].O.O.[C:15](O)(=[O:19])[C:16](O)=[O:17]>Cl>[CH2:1]([C:3]1[CH:4]=[C:5]2[C:6](=[CH:7][C:8]=1[CH2:9][CH3:10])[NH:11][C:16](=[O:17])[C:15](=[O:19])[NH:12]2)[CH3:2] |f:1.2.3|. Procedure: 4,5-Diethyl-1,2-diaminobenzene (24 ) (459 mg, 2.80 mmol) was dissolved in 4 N hydrochloric acid (12 mL) at 90° C. Oxalic acid dihydrate (983 mg, 6.47 mmoL) was added to this solution in one portion with stirring under N2. The mixture was refluxed at 130-5° C. (oil bath) for 3 h. A yellow solid precipitated, which was collected by suction filtration and dried in vacuo overnight, giving 538 mg (88%) of the title compound 25 as a brown solid; mp>360° C.; 1H NMR (DMSO-d6, 300 MHz) δ 1.092 (t, 6H, J=... The reactants are [Br-], [Br-], [Br-], CC(=O)c1ccc(F)cc1OCc1ccccc1, C1CCOC1, CCCCCC, CCOC(C)=O, O, C[N+](C)(C)c1ccccc1, C[N+](C)(C)c1ccccc1, C[N+](C)(C)c1ccccc1. Product: O=C(CBr)c1ccc(F)cc1OCc1ccccc1. As a reaction SMILES: [Br-:1].[Br-:2].[Br-:3].[CH2:34]([c:35]1[cH:36][cH:37][cH:38][cH:39][cH:40]1)[O:41][c:42]1[c:43]([C:49]([CH3:50])=[O:51])[cH:44][cH:45][c:46]([F:48])[cH:47]1.[CH2:64]1[O:65][CH2:66][CH2:67][CH2:68]1.[CH3:52][CH2:53][CH2:54][CH2:55][CH2:56][CH3:57].[CH3:58][CH2:59][O:60][C:61]([CH3:62])=[O:63].[OH2:69].[c:14]1([N+:15]([CH3:16])([CH3:17])[CH3:18])[cH:19][cH:20][cH:21][cH:22][cH:23]1.[c:24]1([N+:25]([CH3:26])([CH3:27])[CH3:28])[cH:29][cH:30][cH:31][cH:32][cH:33]1.[c:4]1([N+:5]([CH3:6])([CH3:7])[CH3:8])[cH:9][cH:10][cH:11][cH:12][cH:13]1>>[Br:1][CH2:50][C:49]([c:43]1[c:42]([O:41][CH2:34][c:35]2[cH:36][cH:37][cH:38][cH:39][cH:40]2)[cH:47][c:46]([F:48])[cH:45][cH:44]1)=[O:51]. Reactants: COC=1C=C(CC2NCCC3=CC(=C(C=C23)OC(C)C)OC)C=CC1OC (1-(3,4-Dimethoxy-benzyl)-6-methoxy-7-isopropoxy-1,2,3,4-tetrahydroisoquinoline), BrCC(=O)Br (2-bromoacetyl bromide), NC1CCC2=CC=C(C=C12)C (1-amino-6-methyl-indane). Yields the product COC=1C=C(CC2N(CCC3=CC(=C(C=C23)OC(C)C)OC)CC(=O)NC2CCC3=CC=C(C=C23)C)C=CC1OC (2-[1-(3,4-Dimethoxy-benzyl)-6-methoxy-7-isopropoxy-3,4-dihydro-1H-isoquinolin-2-yl]-N-(6-methyl-indan-1-yl)-acetamide). RXN SMILES: [CH3:1][O:2][C:3]1[CH:4]=[C:5]([CH:23]=[CH:24][C:25]=1[O:26][CH3:27])[CH2:6][CH:7]1[C:16]2[C:11](=[CH:12][C:13]([O:21][CH3:22])=[C:14]([O:17][CH:18]([CH3:20])[CH3:19])[CH:15]=2)[CH2:10][CH2:9][NH:8]1.Br[CH2:29][C:30](Br)=[O:31].[NH2:33][CH:34]1[C:42]2[C:37](=[CH:38][CH:39]=[C:40]([CH3:43])[CH:41]=2)[CH2:36][CH2:35]1>>[CH3:1][O:2][C:3]1[CH:4]=[C:5]([CH:23]=[CH:24][C:25]=1[O:26][CH3:27])[CH2:6][CH:7]1[C:16]2[C:11](=[CH:12][C:13]([O:21][CH3:22])=[C:14]([O:17][CH:18]([CH3:20])[CH3:19])[CH:15]=2)[CH2:10][CH2:9][N:8]1[CH2:29][C:30]([NH:33][CH:34]1[C:42]2[C:37](=[CH:38][CH:39]=[C:40]([CH3:43])[CH:41]=2)[CH2:36][CH2:35]1)=[O:31]. Procedure: prepared by reaction of 1-(3,4-Dimethoxy-benzyl)-6-methoxy-7-isopropoxy-1,2,3,4-tetrahydroisoquinoline and 2-bromoacetyl bromide with 1-amino-6-methyl-indane